From a dataset of the Open Reaction Database (ORD), a public repository of structured organic reaction records. describe an organic reaction: reactants, conditions, products, and yield Reactants: CC(=O)c1ccc(-c2ccccc2N)cc1, CN(C)C#N, Cc1cccc(O)c1, Cl. Yields the product CC(=O)c1ccc(-c2ccccc2NC(=N)N(C)C)cc1. Reaction SMILES: [C:2]([CH3:3])(=[O:4])[c:5]1[cH:6][cH:7][c:8](-[c:11]2[c:12]([NH2:17])[cH:13][cH:14][cH:15][cH:16]2)[cH:9][cH:10]1.[CH3:18][N:19]([C:20]#[N:21])[CH3:22].[CH3:23][c:24]1[cH:25][c:26]([OH:27])[cH:28][cH:29][cH:30]1.[ClH:1]>>[C:2]([CH3:3])(=[O:4])[c:5]1[cH:6][cH:7][c:8](-[c:11]2[c:12]([NH:17][C:20]([N:19]([CH3:18])[CH3:22])=[NH:21])[cH:13][cH:14][cH:15][cH:16]2)[cH:9][cH:10]1. Starting materials: CCOC(C)=O, [Cl-], CCc1ccccc1-c1cccc([N+](=O)[O-])c1OCc1ccc(C(=O)OC)cc1. The product is CCc1ccccc1-c1cccc(N)c1OCc1ccc(C(=O)OC)cc1. RXN SMILES: [CH3:31][CH2:32][O:33][C:34](=[O:35])[CH3:36].[Cl-:30].[N+:1]([O-:2])(=[O:3])[c:4]1[cH:5][cH:6][cH:7][c:8](-[c:22]2[c:23]([CH2:24][CH3:25])[cH:26][cH:27][cH:28][cH:29]2)[c:9]1[O:10][CH2:11][c:12]1[cH:13][cH:14][c:15]([C:16](=[O:17])[O:18][CH3:19])[cH:20][cH:21]1>>[NH2:1][c:4]1[cH:5][cH:6][cH:7][c:8](-[c:22]2[c:23]([CH2:24][CH3:25])[cH:26][cH:27][cH:28][cH:29]2)[c:9]1[O:10][CH2:11][c:12]1[cH:13][cH:14][c:15]([C:16](=[O:17])[O:18][CH3:19])[cH:20][cH:21]1.